From a dataset of the Open Reaction Database (ORD), a public repository of structured organic reaction records. describe an organic reaction: reactants, conditions, products, and yield Reactants: ClC1=CC=C(C=2N3C(=NC21)N(CCCC3)C3=C(C=O)C=C(C=C3)OC(F)(F)F)C(CC)CC (2-[10-chloro-7-(1-ethylpropyl)-2,3,4,5-tetrahydro-1H-[1,3]diazepino[1,2-a]benzimidazol-1-yl]-5-(trifluoromethoxy)benzaldehyde), CNC (dimethylamine), [BH4-].[Na+] (sodium borohydride). Reagents/catalysts: CC([O-])C.CC([O-])C.CC([O-])C.CC([O-])C.[Ti+4] (titanium tetraisopropoxide). Run in O1CCCC1 (tetrahydrofuran), C(C)O (ethanol). Reaction conditions: time 14 hour. Product: Cl.ClC1=CC=C(C=2N3C(=NC21)N(CCCC3)C3=C(C=C(C=C3)OC(F)(F)F)CN(C)C)C(CC)CC (1-[2-[10-Chloro-7-(1-ethylpropyl)-2,3,4,5-tetrahydro-1H-[1,3]diazepino[1,2-a]benzimidazol-1-yl]-5-(trifluoromethoxy)phenyl]-N,N-dimethylmethanamine hydrochloride). RXN SMILES: [Cl:1][C:2]1[C:10]2[N:9]=[C:8]3[N:11]([C:16]4[CH:23]=[CH:22][C:21]([O:24][C:25]([F:28])([F:27])[F:26])=[CH:20][C:17]=4[CH:18]=O)[CH2:12][CH2:13][CH2:14][CH2:15][N:7]3[C:6]=2[C:5]([CH:29]([CH2:32][CH3:33])[CH2:30][CH3:31])=[CH:4][CH:3]=1.[CH3:34][NH:35][CH3:36].[BH4-].[Na+]>O1CCCC1.C(O)C.CC(C)[O-].CC(C)[O-].CC(C)[O-].CC(C)[O-].[Ti+4]>[ClH:1].[Cl:1][C:2]1[C:10]2[N:9]=[C:8]3[N:11]([C:16]4[CH:23]=[CH:22][C:21]([O:24][C:25]([F:28])([F:27])[F:26])=[CH:20][C:17]=4[CH2:18][N:35]([CH3:36])[CH3:34])[CH2:12][CH2:13][CH2:14][CH2:15][N:7]3[C:6]=2[C:5]([CH:29]([CH2:32][CH3:33])[CH2:30][CH3:31])=[CH:4][CH:3]=1 |f:2.3,6.7.8.9.10,11.12|. Procedure: To a solution of 2-[10-chloro-7-(1-ethylpropyl)-2,3,4,5-tetrahydro-1H-[1,3]diazepino[1,2-a]benzimidazol-1-yl]-5-(trifluoromethoxy)benzaldehyde (48.9 mg, 0.102 mmol) in tetrahydrofuran (0.5 mL) and ethanol (0.2 mL) was added dimethylamine (2.0 M solution in tetrahydrofuran, 250 μL, 0.509 mmol). The reaction mixture was stirred at room temperature for 14 hr. To the mixture were added anhydrous sodium borohydride (46.2 mg, 1.22 mmol) and titanium tetraisopropoxide (60.3 μL, 0.204 mmol). The reactio...